From a dataset of the Open Reaction Database (ORD), a public repository of structured organic reaction records. describe an organic reaction: reactants, conditions, products, and yield The reactants are COC1=CC=C(CN2C(C3=CC=CC=C3C(C2=O)(C)C)=O)C=C1 (2-(4-methoxybenzyl)-4,4-dimethyl-4H-isoquinoline-1,3-dione), C(C)#N (acetonitrile), [N+](=O)([O-])[O-].[Ce+3].[NH4+].[NH4+].[N+](=O)([O-])[O-].[N+](=O)([O-])[O-].[N+](=O)([O-])[O-].[N+](=O)([O-])[O-] (Diammonium cerium nitrate). The solvent is O (water). Reaction conditions: time 3 hour. The product is CC1(C(NC(C2=CC=CC=C12)=O)=O)C (4,4-dimethyl-4H-isoquinoline-1,3-dione). Yield: 297.0%. As a reaction SMILES: COC1C=CC(C[N:8]2[C:17](=[O:18])[C:16]([CH3:20])([CH3:19])[C:15]3[C:10](=[CH:11][CH:12]=[CH:13][CH:14]=3)[C:9]2=[O:21])=CC=1.C(#N)C.[N+]([O-])([O-])=O.[Ce+3].[NH4+].[NH4+].[N+]([O-])([O-])=O.[N+]([O-])([O-])=O.[N+]([O-])([O-])=O.[N+]([O-])([O-])=O>O>[CH3:19][C:16]1([CH3:20])[C:15]2[C:10](=[CH:11][CH:12]=[CH:13][CH:14]=2)[C:9](=[O:21])[NH:8][C:17]1=[O:18] |f:2.3.4.5.6.7.8.9|. Reported procedure: The compound (6.0 g) obtained in step (b) just above was dissolved in a mixed solvent (acetonitrile:water=4:1) (40 ml). Diammonium cerium nitrate (26.6 g) was added to the solution. The mixture was stirred at room temperature for 3 hr. The reaction solution was extracted with ethyl acetate. The organic layer was then dried over anhydrous magnesium sulfate. The solvent was then removed by distillation under the reduced pressure. The residue was purified by column chromatography on silica gel (hex... Starting materials: C(#N)C1=C2C=CC=NC2=C(C(=C1)N=C=S)C (5-cyano-8-methyl-7-quinolinylisothiocyanate), C(CN)N (1,2-ethylenediamine). The solvent is C1(=CC=CC=C1)C (toluene), C1(=CC=CC=C1)C (toluene). Conditions: time 10 minute. The product is C(#N)C1=C2C=CC=NC2=C(C(=C1)NC(=S)NCCN)C (N-(5-cyano-8-methyl-7-quinolinyl)-N'-2-aminoethylthiourea). RXN SMILES: [C:1]([C:3]1[CH:12]=[C:11]([N:13]=[C:14]=[S:15])[C:10]([CH3:16])=[C:9]2[C:4]=1[CH:5]=[CH:6][CH:7]=[N:8]2)#[N:2].[CH2:17]([NH2:20])[CH2:18][NH2:19]>C1(C)C=CC=CC=1>[C:1]([C:3]1[CH:12]=[C:11]([NH:13][C:14]([NH:19][CH2:18][CH2:17][NH2:20])=[S:15])[C:10]([CH3:16])=[C:9]2[C:4]=1[CH:5]=[CH:6][CH:7]=[N:8]2)#[N:2]. Procedure: A solution of 5-cyano-8-methyl-7-quinolinylisothiocyanate (0.85 g) in toluene (100mL) is added dropwise to a solution of 1,2-ethylenediamine (1.94 g) in toluene (100 mL). A yellow-white precipitate is observed after the reaction stirs at room temperature for 10 minutes. The precipitate is filtered and dried in vacuo to afford N-(5-cyano-8-methyl-7-quinolinyl)-N'-2-aminoethylthiourea as a yellow-white solid. Reactants: C([O-])([O-])=O.[Na+].[Na+] (sodium carbonate), FC=1C(=NC=C(C1)C=1C=C2C(=NC1)N(C=C2I)S(=O)(=O)C2=CC=C(C)C=C2)NC(OC(C)(C)C)=O (tert-butyl (3-fluoro-5-(3-iodo-1-tosyl-1H-pyrrolo[2,3-b]pyridin-5-yl)pyridin-2-yl)carbamate), FC=1C=C(CN2N=C(C(=C2C)B2OC(C(O2)(C)C)(C)C)C)C=CC1 (1-(3-fluoro benzyl)-3,5-dimethyl-4-(4,4,5,5-tetramethyl-1,3,2-dioxaborolan-2-yl)-1H-pyrazole), FC=1C(=NC=C(C1)C=1C=C2C(=NC1)N(C=C2I)S(=O)(=O)C2=CC=C(C)C=C2)NC(OC(C)(C)C)=O (tert-butyl (3-fluoro-5-(3-iodo-1-tosyl-1H-pyrrolo[2,3-b]pyridin-5-yl)pyridin-2-yl)carbamate), FC=1C=C(CN2N=C(C(=C2C)B2OC(C(O2)(C)C)(C)C)C)C=CC1 (1-(3-fluoro benzyl)-3,5-dimethyl-4-(4,4,5,5-tetramethyl-1,3,2-dioxaborolan-2-yl)-1H-pyrazole). Reagents/catalysts: Cl[Pd]([P](C1=CC=CC=C1)(C2=CC=CC=C2)C3=CC=CC=C3)([P](C4=CC=CC=C4)(C5=CC=CC=C5)C6=CC=CC=C6)Cl (Pd(PPh3)2Cl2). Solvent: C1(=CC=CC=C1)C.C(C)O.O (toluene ethanol water). Product: FC=1C(=NC=C(C1)C=1C=C2C(=NC1)N(C=C2C=2C(=NN(C2C)CC2=CC(=CC=C2)F)C)S(=O)(=O)C2=CC=C(C)C=C2)NC(OC(C)(C)C)=O (tert-butyl (3-fluoro-5-(3-(1-(3-fluorobenzyl)-3,5-dimethyl-1H-pyrazol-4-yl)-1-tosyl-1H-pyrrolo[2,3-b]pyridin-5-yl)pyridin-2-yl)carbamate). RXN SMILES: [F:1][C:2]1[C:3]([NH:28][C:29](=[O:35])[O:30][C:31]([CH3:34])([CH3:33])[CH3:32])=[N:4][CH:5]=[C:6]([C:8]2[CH:9]=[C:10]3[C:16](I)=[CH:15][N:14]([S:18]([C:21]4[CH:27]=[CH:26][C:24]([CH3:25])=[CH:23][CH:22]=4)(=[O:20])=[O:19])[C:11]3=[N:12][CH:13]=2)[CH:7]=1.[F:36][C:37]1[CH:38]=[C:39]([CH:57]=[CH:58][CH:59]=1)[CH2:40][N:41]1[C:45]([CH3:46])=[C:44](B2OC(C)(C)C(C)(C)O2)[C:43]([CH3:56])=[N:42]1.C(=O)([O-])[O-].[Na+].[Na+]>C1(C)C=CC=CC=1.C(O)C.O.Cl[Pd](Cl)([P](C1C=CC=CC=1)(C1C=CC=CC=1)C1C=CC=CC=1)[P](C1C=CC=CC=1)(C1C=CC=CC=1)C1C=CC=CC=1>[F:1][C:2]1[C:3]([NH:28][C:29](=[O:35])[O:30][C:31]([CH3:34])([CH3:33])[CH3:32])=[N:4][CH:5]=[C:6]([C:8]2[CH:9]=[C:10]3[C:16]([C:44]4[C:43]([CH3:56])=[N:42][N:41]([CH2:40][C:39]5[CH:57]=[CH:58][CH:59]=[C:37]([F:36])[CH:38]=5)[C:45]=4[CH3:46])=[CH:15][N:14]([S:18]([C:21]4[CH:27]=[CH:26][C:24]([CH3:25])=[CH:23][CH:22]=4)(=[O:20])=[O:19])[C:11]3=[N:12][CH:13]=2)[CH:7]=1 |f:2.3.4,5.6.7,^1:79,98|. Reported procedure: Using similar reaction conditions as described in step-i of example-1, tert-butyl (3-fluoro-5-(3-iodo-1-tosyl-1H-pyrrolo[2,3-b]pyridin-5-yl)pyridin-2-yl)carbamate (intermediate 66T) (150 mg, 0.24 mmol) was coupled with 1-(3-fluorobenzyl)-3,5-dimethyl-4-(4,4,5,5-tetramethyl-1,3,2-dioxaborolan-2-yl)-1H-pyrazole (intermediate 16) (89 mg, 0.27 mmol) using Pd(PPh3)2Cl2 (8.4 mg, 0.012 mol) and sodium carbonate (76 mg, 0.72 mmol) in toluene/ethanol/water (10/10/2 mL) to afford 110 mg (crude yield) of t... Reactants: C1=CC=NC=C1.F (HF-pyridine), C(C)(C)(C)[SiH2]OC(C1=CC(=NC=C1C)NC=1SC(=CN1)C#N)(C)C (2-[4-(tert-Butyl-dimethyl-silanyloxymethyl)-5-methyl-pyridin-2-ylamino]-thiazole-5-carbonitrile), C(=O)([O-])[O-].[K+].[K+] (K2CO3). Run in O (water), C1CCOC1 (THF). Product: OCC1=CC(=NC=C1C)NC=1SC(=CN1)C#N (2-(4-Hydroxymethyl-5-methyl-pyridin-2-ylamino)-thiazole-5-carbonitrile). Reaction SMILES: C([SiH2][O:6][C:7](C)(C)[C:8]1[C:13]([CH3:14])=[CH:12][N:11]=[C:10]([NH:15][C:16]2[S:17][C:18]([C:21]#[N:22])=[CH:19][N:20]=2)[CH:9]=1)(C)(C)C.C1C=CN=CC=1.F.C([O-])([O-])=O.[K+].[K+]>C1COCC1.O>[OH:6][CH2:7][C:8]1[C:13]([CH3:14])=[CH:12][N:11]=[C:10]([NH:15][C:16]2[S:17][C:18]([C:21]#[N:22])=[CH:19][N:20]=2)[CH:9]=1 |f:1.2,3.4.5|. Procedure: 2-[4-(tert-Butyl-dimethyl-silanyloxymethyl)-5-methyl-pyridin-2-ylamino]-thiazole-5-carbonitrile (9-7, 0.650 g, 1.80 mmol) was dissolved in 5 mL THF. HF-pyridine (Aldrich), 0.5 mL, was added and the reaction was stirred at room temperature. After 4 hours the reaction was diluted with water and the pH was adjuted to 7 with K2CO3 (s). The resulting precipitate was filtered and washed with water to afford 9-8 as an orange solid which was used in the next step without further purification. 1H NMR (DM... Starting materials: ClC1=CC(=C(S1)C#N)C1=CC=C(C=C1)C (5-chloro-3-(4-methylphenyl)thiophene-2-carbonitrile), C[Sn](C)(C)N=[N+]=[N-] (trimethyltin azide). Solvent: C=1(C(=CC=CC1)C)C (xylene). Reaction conditions: time 3 day. Product: ClC1=CC(=C(S1)C1=NN=NN1)C1=CC=C(C=C1)C (5-chloro-3-(4-methylphenyl)-2-(1H-tetrazol-5-yl)thiophene). The yield is 265.8%. RXN SMILES: [Cl:1][C:2]1[S:6][C:5]([C:7]#[N:8])=[C:4]([C:9]2[CH:14]=[CH:13][C:12]([CH3:15])=[CH:11][CH:10]=2)[CH:3]=1.C[Sn]([N:20]=[N+:21]=[N-:22])(C)C>C1(C)C(C)=CC=CC=1>[Cl:1][C:2]1[S:6][C:5]([C:7]2[NH:22][N:21]=[N:20][N:8]=2)=[C:4]([C:9]2[CH:14]=[CH:13][C:12]([CH3:15])=[CH:11][CH:10]=2)[CH:3]=1. Procedure details: A mixture of 5-chloro-3-(4-methylphenyl)thiophene-2-carbonitrile (4.67 g), trimethyltin azide (12.3 g) and xylene (100 ml) was heated under reflux for 15 hours. After standing for 3 days at ambient temperature, the precipitate was collected by vacuum filtration to give 5-chloro-3-(4-methylphenyl)-2-(1H-tetrazol-5-yl)thiophene (14.7 g) as a yellowish powder. This powder was treated with trityl chloride (6.7 g) and 10N aqueous sodium hydroxide (2.4 ml) in dichloromethane (59 ml), and tetrahydrofur... Starting materials: CN(CCCNC1=C(C=C(C(=O)OCC)C=C1)[N+](=O)[O-])C (ethyl 4-{[3-(dimethylamino)propyl]amino}-3-nitrobenzoate). Reagents/catalysts: [C].[Pd] (palladium-carbon). The solvent is C(C)O (ethanol). Run at time 5 hour. The product is NC=1C=C(C(=O)OCC)C=CC1NCCCN(C)C (Ethyl 3-amino-4-{[3-(dimethylamino)propyl]amino}benzoate). Isolated yield 101.9%. As a reaction SMILES: [CH3:1][N:2]([CH3:21])[CH2:3][CH2:4][CH2:5][NH:6][C:7]1[CH:17]=[CH:16][C:10]([C:11]([O:13][CH2:14][CH3:15])=[O:12])=[CH:9][C:8]=1[N+:18]([O-])=O>C(O)C.[C].[Pd]>[NH2:18][C:8]1[CH:9]=[C:10]([CH:16]=[CH:17][C:7]=1[NH:6][CH2:5][CH2:4][CH2:3][N:2]([CH3:21])[CH3:1])[C:11]([O:13][CH2:14][CH3:15])=[O:12] |f:2.3|. Procedure: 10% of palladium-carbon (0.40 g) was added to a solution containing ethyl 4-{[3-(dimethylamino)propyl]amino}-3-nitrobenzoate (2.02 g) in ethanol (20 ml) and stirred for 5 hours under a hydrogen gas atmosphere at room temperature. After the catalyst was removed out by filtration, the filtrate was concentrated, thereby yielding the entitled compound (1.85 g) as dark red oil. Starting materials: CC1=C(C=CC(=C1)[N+](=O)[O-])N=C=S (2-Methyl-4-nitrophenyl isothiocyanate), [Cl-].C(C(C)C)[NH3+] (N-(isobutyl)ammonium chloride), OC[C@H](CC(C)C)N ((1S)-1-(Hydroxymethyl)-3-methylbutylamine), CC(C[C@@H](CO)NCC(C)C)C ((2S)-4-methyl-2-(isobutylamino)pentan-1-ol), OCCN (2-hydroxyethylamine), COC([C@@H](N)CC(C)C)=O ((L)-leucine methyl ester), OCCN (2-hydroxyethylamine), [Cl-].C(C(C)C)[NH3+] (N-(isobutyl)ammonium chloride). Yields the product CC1=C(C=CC(=C1)[N+](=O)[O-])N=C1SC[C@@H](N1CC(C)C)CC(C)C ((4S)-2-(2-methyl-4-nitrophenylimino)-3,4-diisobutyl-1,3-thiazolidine). As a reaction SMILES: OC[C@@H](N)CC(C)C.COC(=O)[C@H](CC(C)C)N.OCCN.[CH3:23][CH:24]([CH3:34])[CH2:25][C@H:26]([NH:29][CH2:30][CH:31]([CH3:33])[CH3:32])[CH2:27]O.[Cl-].C([NH3+])C(C)C.[CH3:41][C:42]1[CH:47]=[C:46]([N+:48]([O-:50])=[O:49])[CH:45]=[CH:44][C:43]=1[N:51]=[C:52]=[S:53]>>[CH3:41][C:42]1[CH:47]=[C:46]([N+:48]([O-:50])=[O:49])[CH:45]=[CH:44][C:43]=1[N:51]=[C:52]1[N:29]([CH2:30][CH:31]([CH3:33])[CH3:32])[C@@H:26]([CH2:25][CH:24]([CH3:34])[CH3:23])[CH2:27][S:53]1 |f:4.5|. Procedure details: (1S)-1-(Hydroxymethyl)-3-methylbutylamine was made from (L)-leucine methyl ester as described in Method B1b. The 2-hydroxyethylamine was converted to (2S)-4-methyl-2-(isobutylamino)pentan-1-ol as described in Method B4c. The resulting 2-hydroxyethylamine was converted to N-(1S)-1-(chloromethyl)-3-methylbutyl)-N-(isobutyl)ammonium chloride according to Method B7c. 2-Methyl-4-nitrophenyl isothiocyanate was reacted with N-(1S)-1-(chloromethyl)-3-methylbutyl)-N-(isobutyl)ammonium chloride to Method ...